Dataset: the Open Reaction Database (ORD), a public repository of structured organic reaction records. Task: describe an organic reaction: reactants, conditions, products, and yield The reactants are CCN(C(C)C)C(C)C, CC#N, CCOC(C)=O, O=C(CCl)N1CCCCC1, [I-], CCOC(=O)C(=NO)c1csc(N)n1, [Na+]. Yields the product CCOC(=O)C(=NOCC(=O)N1CCCCC1)c1csc(N)n1. As a reaction SMILES: [CH2:25]([N:26]([CH:27]([CH3:28])[CH3:29])[CH:30]([CH3:31])[CH3:32])[CH3:33].[CH3:36][C:37]#[N:38].[CH3:39][CH2:40][O:41][C:42](=[O:43])[CH3:44].[Cl:15][CH2:16][C:17](=[O:18])[N:19]1[CH2:20][CH2:21][CH2:22][CH2:23][CH2:24]1.[I-:35].[NH2:1][c:2]1[s:3][cH:4][c:5]([C:7]([C:8](=[O:9])[O:10][CH2:11][CH3:12])=[N:13][OH:14])[n:6]1.[Na+:34]>>[NH2:1][c:2]1[s:3][cH:4][c:5]([C:7]([C:8](=[O:9])[O:10][CH2:11][CH3:12])=[N:13][O:14][CH2:16][C:17](=[O:18])[N:19]2[CH2:20][CH2:21][CH2:22][CH2:23][CH2:24]2)[n:6]1. Product: CNC(C(=O)NC(C(=O)N(C)C(C=CS(=O)(=O)O)C(C)C)C(C)(C)C)C(C)(C)c1ccccc1. Starting materials: CCCC[N+](CCCC)(CCCC)CCCC, CCOS(=O)(=O)C=CC(C(C)C)N(C)C(=O)C(NC(=O)C(NC)C(C)(C)c1ccccc1)C(C)(C)C, CC(C)=O, [I-]. As a reaction SMILES: [CH2:42]([N+:43]([CH2:44][CH2:45][CH2:46][CH3:47])([CH2:48][CH2:49][CH2:50][CH3:51])[CH2:52][CH2:53][CH2:54][CH3:55])[CH2:56][CH2:57][CH3:58].[CH3:1][NH:2][CH:3]([C:4]([c:5]1[cH:6][cH:7][cH:8][cH:9][cH:10]1)([CH3:11])[CH3:12])[C:13](=[O:14])[NH:15][CH:16]([C:17]([CH3:18])([CH3:19])[CH3:20])[C:21](=[O:22])[N:23]([CH3:24])[CH:25]([CH:26]=[CH:27][S:28](=[O:29])(=[O:30])[O:31][CH2:32][CH3:33])[CH:34]([CH3:35])[CH3:36].[CH3:37][C:38](=[O:39])[CH3:40].[I-:41]>>[CH3:1][NH:2][CH:3]([C:4]([c:5]1[cH:6][cH:7][cH:8][cH:9][cH:10]1)([CH3:11])[CH3:12])[C:13](=[O:14])[NH:15][CH:16]([C:17]([CH3:18])([CH3:19])[CH3:20])[C:21](=[O:22])[N:23]([CH3:24])[CH:25]([CH:26]=[CH:27][S:28](=[O:29])(=[O:30])[OH:31])[CH:34]([CH3:35])[CH3:36]. The reactants are ClC=1C2=C(N=CN1)N(C=C2)C (4-chloro-7-methyl-7H-pyrrolo[2,3-d]pyrimidine), C1CC(=O)N(C1=O)Br (NBS). The solvent is ClCCl (Dichloromethane). Reaction conditions: time 8 hour. Product: BrC1=CN(C=2N=CN=C(C21)Cl)C (5-bromo-4-chloro-7-methyl-7H-pyrrolo[2,3-d]pyrimidine). Isolated yield 95.1%. RXN SMILES: [Cl:1][C:2]1[C:3]2[CH:10]=[CH:9][N:8]([CH3:11])[C:4]=2[N:5]=[CH:6][N:7]=1.C1C(=O)N([Br:19])C(=O)C1>ClCCl>[Br:19][C:10]1[C:3]2[C:2]([Cl:1])=[N:7][CH:6]=[N:5][C:4]=2[N:8]([CH3:11])[CH:9]=1. Procedure: To 4-chloro-7-methyl-7H-pyrrolo[2,3-d]pyrimidine (12.15 g, 72.5 mmol) in Dichloromethane (DCM) (200 mL) was added NBS (13.55 g, 76 mmol) portionwise, and the reaction mixture was stirred overnight at room temperature. The solvent was evaporated, and the solid was washed with water and dried to afford 5-bromo-4-chloro-7-methyl-7H-pyrrolo[2,3-d]pyrimidine (17 g) as an off-white solid. The reactants are [K+], Cc1ccc(OC(F)C(F)(F)F)c([N+](=O)[O-])c1, O=[N+]([O-])[O-], O=S(=O)(O)O. The product is Cc1ccc(OC(F)C(F)(F)F)c([N+](=O)[O-])c1[N+](=O)[O-]. Reaction SMILES: [K+:18].[N+:1](=[O:2])([O-:3])[c:4]1[cH:5][c:6]([CH3:17])[cH:7][cH:8][c:9]1[O:10][CH:11]([C:12]([F:13])([F:14])[F:15])[F:16].[O-:19][N+:20]([O-:21])=[O:22].[S:23](=[O:24])(=[O:25])([OH:26])[OH:27]>>[N+:1](=[O:2])([O-:3])[c:4]1[c:5]([N+:20](=[O:19])[O-:21])[c:6]([CH3:17])[cH:7][cH:8][c:9]1[O:10][CH:11]([C:12]([F:13])([F:14])[F:15])[F:16]. The reactants are CCOC(C)=O, [Cl-], CCOC(=O)Cl, CN(CCO)c1c(S(=O)(=O)C(F)(F)F)c(C#N)nn1-c1c(Cl)cc(C(F)(F)F)cc1Cl, [H-], [NH4+], [Na+], C1CCOC1. Yields the product CCOC(=O)OCCN(C)c1c(S(=O)(=O)C(F)(F)F)c(C#N)nn1-c1c(Cl)cc(C(F)(F)F)cc1Cl. RXN SMILES: [CH3:47][CH2:48][O:49][C:50](=[O:51])[CH3:52].[Cl-:40].[Cl:34][C:35](=[O:36])[O:37][CH2:38][CH3:39].[Cl:3][c:4]1[c:5](-[n:15]2[n:16][c:17]([C:32]#[N:33])[c:18]([S:25](=[O:26])(=[O:27])[C:28]([F:29])([F:30])[F:31])[c:19]2[N:20]([CH3:21])[CH2:22][CH2:23][OH:24])[c:6]([Cl:14])[cH:7][c:8]([C:10]([F:11])([F:12])[F:13])[cH:9]1.[H-:1].[NH4+:41].[Na+:2].[O:42]1[CH2:43][CH2:44][CH2:45][CH2:46]1>>[Cl:3][c:4]1[c:5](-[n:15]2[n:16][c:17]([C:32]#[N:33])[c:18]([S:25](=[O:26])(=[O:27])[C:28]([F:29])([F:30])[F:31])[c:19]2[N:20]([CH3:21])[CH2:22][CH2:23][O:24][C:35](=[O:36])[O:37][CH2:38][CH3:39])[c:6]([Cl:14])[cH:7][c:8]([C:10]([F:11])([F:12])[F:13])[cH:9]1. Reactants: CCN(Cc1cc(Br)ccc1NCc1ccccc1)c1ccc(C(N)=O)nn1, CCCCO, [Na+], [OH-], O. Product: CCN(Cc1cc(Br)ccc1NCc1ccccc1)c1ccc(C(=O)O)nn1. As a reaction SMILES: [Br:1][c:2]1[cH:3][cH:4][c:5]([NH:21][CH2:22][c:23]2[cH:24][cH:25][cH:26][cH:27][cH:28]2)[c:6]([CH2:7][N:8]([CH2:9][CH3:10])[c:11]2[cH:12][cH:13][c:14]([C:17](=[O:18])[NH2:19])[n:15][n:16]2)[cH:20]1.[CH2:31]([CH2:32][CH2:33][CH3:34])[OH:35].[Na+:30].[OH-:29].[OH2:36]>>[Br:1][c:2]1[cH:3][cH:4][c:5]([NH:21][CH2:22][c:23]2[cH:24][cH:25][cH:26][cH:27][cH:28]2)[c:6]([CH2:7][N:8]([CH2:9][CH3:10])[c:11]2[cH:12][cH:13][c:14]([C:17](=[O:18])[OH:35])[n:15][n:16]2)[cH:20]1. The reactants are C(=O)(OC)C=1N(S(C2=C(C1O)SC=C2)(=O)=O)C (3-carbomethoxy-4-hydroxy-2-methyl-2H-thieno[2,3-e]-1,2-thiazine 1,1-dioxide), NC=1SC=CN1 (2-aminothiazole). Run in C=1(C(=CC=CC1)C)C (xylene). Product: OC1=C(N(S(C2=C1SC=C2)(=O)=O)C)C(=O)NC=2SC=CN2 (4-hydroxy-2-methyl-N-(2-thiazolyl)-2H-thieno[2,3-e]-1,2-thiazine-3-carboxamide 1,1-dioxide). RXN SMILES: [C:1]([C:5]1[N:6]([CH3:17])[S:7](=[O:16])(=[O:15])[C:8]2[CH:14]=[CH:13][S:12][C:9]=2[C:10]=1[OH:11])([O:3]C)=O.[NH2:18][C:19]1[S:20][CH:21]=[CH:22][N:23]=1>C1(C)C(C)=CC=CC=1>[OH:11][C:10]1[C:9]2[S:12][CH:13]=[CH:14][C:8]=2[S:7](=[O:16])(=[O:15])[N:6]([CH3:17])[C:5]=1[C:1]([NH:18][C:19]1[S:20][CH:21]=[CH:22][N:23]=1)=[O:3]. Procedure: 1.9 G. of 3-carbomethoxy-4-hydroxy-2-methyl-2H-thieno[2,3-e]-1,2-thiazine 1,1-dioxide are suspended together with 0.9 g. of 2-aminothiazole in 250 ml. of absolute xylene and heated to reflux for 7 hours, by which means 150 ml. of xylene are slowly distilled off. The residual xylene is then evaporated in vacuo. The crystalline residue is recrystallized from ethanol. There is obtained 4-hydroxy-2-methyl-N-(2-thiazolyl)-2H-thieno[2,3-e]-1,2-thiazine-3-carboxamide 1,1-dioxide of melting point 217° C...